From a dataset of the Open Reaction Database (ORD), a public repository of structured organic reaction records. describe an organic reaction: reactants, conditions, products, and yield Reactants: C(C)OC(CC1=NC(=CC(=N1)OCC)OCC)=O ((4,6-diethoxy-pyrimidin-2-yl)-acetic acid ethyl ester), [Li+].[OH-] (LiOH), Cl (HCl). The solvent is C1CCOC1 (THF). Run at temperature 50 celsius, time 1 hour. Yields the product C(C)OC1=NC(=NC(=C1)OCC)CC(=O)O ((4,6-diethoxy-pyrimidin-2-yl)-acetic acid). As a reaction SMILES: C([O:3][C:4](=[O:18])[CH2:5][C:6]1[N:11]=[C:10]([O:12][CH2:13][CH3:14])[CH:9]=[C:8]([O:15][CH2:16][CH3:17])[N:7]=1)C.[Li+].[OH-].Cl>C1COCC1>[CH2:16]([O:15][C:8]1[CH:9]=[C:10]([O:12][CH2:13][CH3:14])[N:11]=[C:6]([CH2:5][C:4]([OH:18])=[O:3])[N:7]=1)[CH3:17] |f:1.2|. Reported procedure: To (4,6-diethoxy-pyrimidin-2-yl)-acetic acid ethyl ester (0.218 g, 0.86 mmol) in THF (3 mL) was added 1N aqueous LiOH (2.58 mL, 2.58 mmol), and the reaction was stirred at 50° C. for 1 hour, and then at room temperature overnight. The mixture was acidified with 1N aqueous HCl and extracted three times with EtOAc. The combined organic layers were dried, filtered, and concentrated to give (4,6-diethoxy-pyrimidin-2-yl)-acetic acid. Starting materials: C(C)(=O)N[C@@H]1CC(=O)OC1=O (N-acetyl-D-aspartic acid anhydride), FC1=CC=C(CN)C=C1 (para-fluorobenzylamine). The solvent is CC(=O)C (acetone). Reaction conditions: temperature 100 celsius. Product: FC1=CC=C(CN2C([C@@H](CC2=O)NC(C)=O)=O)C=C1 ((R)-N-[1-(4-Fluoro-benzyl)-2,5-dioxo-pyrrolidin-3-yl]-acetamide). Yield: 86.0%. RXN SMILES: [C:1]([NH:4][C@H:5]1[C:10](=[O:11])[O:9][C:7](=O)[CH2:6]1)(=[O:3])[CH3:2].[F:12][C:13]1[CH:20]=[CH:19][C:16]([CH2:17][NH2:18])=[CH:15][CH:14]=1>CC(C)=O>[F:12][C:13]1[CH:20]=[CH:19][C:16]([CH2:17][N:18]2[C:7](=[O:9])[CH2:6][C@@H:5]([NH:4][C:1](=[O:3])[CH3:2])[C:10]2=[O:11])=[CH:15][CH:14]=1. Procedure: Following the method of Witiak et al. (J. Med. Chem., 1971, 14(1), 24-30), N-acetyl-D-aspartic acid anhydride (2.19 g, 13.9 mmol) and para-fluorobenzylamine (1.74 g, 13.9 mmol) in acetone (12 mL) were heated together in a sealed tube at 100° C. for 1 h. The solvent was then removed under reduced pressure. Acetic anhydride (15 mL) was added to the residue and the mixture heated 50 min. at 100° C. The solvent was removed under reduced pressure and the residue purified by flash column chromatograph... The reactants are CCCC[Sn](CCCC)(CCCC)c1ccccn1, CC(c1cc2cccc(Cl)c2nc1Cl)N1C(=O)c2ccccc2C1=O, C1COCCO1, c1ccc(P(c2ccccc2)(c2ccccc2)[Pd](P(c2ccccc2)(c2ccccc2)c2ccccc2)(P(c2ccccc2)(c2ccccc2)c2ccccc2)P(c2ccccc2)(c2ccccc2)c2ccccc2)cc1. Product: CC(c1cc2cccc(Cl)c2nc1-c1ccccn1)N1C(=O)c2ccccc2C1=O. As a reaction SMILES: [CH2:26]([Sn:27]([CH2:28][CH2:29][CH2:30][CH3:37])([c:31]1[n:32][cH:33][cH:34][cH:35][cH:36]1)[CH2:38][CH2:39][CH2:40][CH3:41])[CH2:42][CH2:43][CH3:44].[Cl:1][c:2]1[n:3][c:4]2[c:5]([Cl:25])[cH:6][cH:7][cH:8][c:9]2[cH:10][c:11]1[CH:12]([CH3:13])[N:14]1[C:15](=[O:24])[c:16]2[cH:17][cH:18][cH:19][cH:20][c:21]2[C:22]1=[O:23].[O:45]1[CH2:46][CH2:47][O:48][CH2:49][CH2:50]1.[cH:51]1[cH:52][cH:53][c:54]([P:55]([Pd:56]([P:57]([c:58]2[cH:59][cH:60][cH:61][cH:62][cH:63]2)([c:64]2[cH:65][cH:66][cH:67][cH:68][cH:69]2)[c:70]2[cH:71][cH:72][cH:73][cH:74][cH:75]2)([P:76]([c:77]2[cH:78][cH:79][cH:80][cH:81][cH:82]2)([c:83]2[cH:84][cH:85][cH:86][cH:87][cH:88]2)[c:89]2[cH:90][cH:91][cH:92][cH:93][cH:94]2)[P:95]([c:96]2[cH:97][cH:98][cH:99][cH:100][cH:101]2)([c:102]2[cH:103][cH:104][cH:105][cH:106][cH:107]2)[c:108]2[cH:109][cH:110][cH:111][cH:112][cH:113]2)([c:114]2[cH:115][cH:116][cH:117][cH:118][cH:119]2)[c:120]2[cH:121][cH:122][cH:123][cH:124][cH:125]2)[cH:126][cH:127]1>>[c:2]1(-[c:31]2[n:32][cH:33][cH:34][cH:35][cH:36]2)[n:3][c:4]2[c:5]([Cl:25])[cH:6][cH:7][cH:8][c:9]2[cH:10][c:11]1[CH:12]([CH3:13])[N:14]1[C:15](=[O:24])[c:16]2[cH:17][cH:18][cH:19][cH:20][c:21]2[C:22]1=[O:23]. The reactants are [BH4-], CO, CCCC=C(C(=O)C(C)(C)Cc1ccc(Cl)cc1)n1cncn1, Cl, [Na+]. The product is CCCC=C(C(O)C(C)(C)Cc1ccc(Cl)cc1)n1cncn1. Reaction SMILES: [BH4-:24].[CH3:27][OH:28].[Cl:1][c:2]1[cH:3][cH:4][c:5]([CH2:8][C:9]([C:10]([C:11](=[CH:12][CH2:13][CH2:14][CH3:15])[n:16]2[n:17][cH:18][n:19][cH:20]2)=[O:21])([CH3:22])[CH3:23])[cH:6][cH:7]1.[ClH:26].[Na+:25]>>[Cl:1][c:2]1[cH:3][cH:4][c:5]([CH2:8][C:9]([CH:10]([C:11](=[CH:12][CH2:13][CH2:14][CH3:15])[n:16]2[n:17][cH:18][n:19][cH:20]2)[OH:21])([CH3:22])[CH3:23])[cH:6][cH:7]1. The reactants are FC1=C(C(=O)N2CCN(CC2)C2=CC=C(C#N)C=C2)C(=CC=C1S(=O)(=O)C)F (4-[4-(2,6-difluoro-3-methanesulfonyl-benzoyl)-piperazin-1-yl]-benzonitrile), C(C)(C)[O-].[Na+] (sodium isopropanolate). Reported procedure: The compound was prepared in analogy to example 359 from 4-[4-(2,6-difluoro-3-methanesulfonyl-benzoyl)-piperazin-1-yl]-benzonitrile and sodium isopropanolate. MS (m/e): 446.0 (MH+, 49%) Product: FC1=C(C(=O)N2CCN(CC2)C2=CC=C(C#N)C=C2)C(=CC=C1S(=O)(=O)C)OC(C)C (4-[4-(2-Fluoro-6-isopropoxy-3-methanesulfonyl-benzoyl)-piperazin-1-yl]-benzonitrile). As a reaction SMILES: [F:1][C:2]1[C:23]([S:24]([CH3:27])(=[O:26])=[O:25])=[CH:22][CH:21]=[C:20](F)[C:3]=1[C:4]([N:6]1[CH2:11][CH2:10][N:9]([C:12]2[CH:19]=[CH:18][C:15]([C:16]#[N:17])=[CH:14][CH:13]=2)[CH2:8][CH2:7]1)=[O:5].[CH:29]([O-:32])([CH3:31])[CH3:30].[Na+]>>[F:1][C:2]1[C:23]([S:24]([CH3:27])(=[O:25])=[O:26])=[CH:22][CH:21]=[C:20]([O:32][CH:29]([CH3:31])[CH3:30])[C:3]=1[C:4]([N:6]1[CH2:11][CH2:10][N:9]([C:12]2[CH:13]=[CH:14][C:15]([C:16]#[N:17])=[CH:18][CH:19]=2)[CH2:8][CH2:7]1)=[O:5] |f:1.2|. Reactants: FC(C1=NC2=C(N1C1=NC(=NC(=C1)N1CCOCC1)NCC1CCNCC1)C=CC=C2)F (4-[2-(difluoromethyl)-1H-benzimidazol-1-yl]-6-morpholin-4-yl-N-(piperidin-4-ylmethyl)pyrimidin-2-amine), C(C)O (ethanol), FCC1OC1 (2-(fluoromethyl)oxirane), C(C)(C)N(C(C)C)CC (N,N-diisopropyl ethylamine). The solvent is O (water). Run at temperature 120 celsius, time 1 hour. Yields the product FC(C1=NC2=C(N1C1=NC(=NC(=C1)N1CCOCC1)NCC1CCN(CC1)CC(CF)O)C=CC=C2)F (1-{4-[({4-[2-(difluoromethyl)-1H-benzimidazol-1-yl]-6-(morpholin-4-yl)pyrimidin-2-yl}amino)methyl]piperidin-1-yl}-3-fluoropropan-2-ol). RXN SMILES: [F:1][CH:2]([F:32])[C:3]1[N:7]([C:8]2[CH:13]=[C:12]([N:14]3[CH2:19][CH2:18][O:17][CH2:16][CH2:15]3)[N:11]=[C:10]([NH:20][CH2:21][CH:22]3[CH2:27][CH2:26][NH:25][CH2:24][CH2:23]3)[N:9]=2)[C:6]2[CH:28]=[CH:29][CH:30]=[CH:31][C:5]=2[N:4]=1.C(O)C.[F:36][CH2:37][CH:38]1[CH2:40][O:39]1.C(N(CC)C(C)C)(C)C>O>[F:32][CH:2]([F:1])[C:3]1[N:7]([C:8]2[CH:13]=[C:12]([N:14]3[CH2:19][CH2:18][O:17][CH2:16][CH2:15]3)[N:11]=[C:10]([NH:20][CH2:21][CH:22]3[CH2:23][CH2:24][N:25]([CH2:40][CH:38]([OH:39])[CH2:37][F:36])[CH2:26][CH2:27]3)[N:9]=2)[C:6]2[CH:28]=[CH:29][CH:30]=[CH:31][C:5]=2[N:4]=1. Procedure details: To a mixture of 4-[2-(difluoromethyl)-1H-benzimidazol-1-yl]-6-morpholin-4-yl-N-(piperidin-4-ylmethyl)pyrimidin-2-amine (100 mg) and ethanol (2 mL) were added 2-(fluoromethyl)oxirane (19 μL) and N,N-diisopropyl ethylamine (79 μL), and the mixture was stirred in a microwave reactor at 120° C. for 1 hour. To the reaction mixture was added water, followed by extraction with ethyl acetate. The organic layer was washed with saturated brine and dried over anhydrous magnesium sulfate. The solvent was ev... The reactants are O=C1CN(c2nncc3cc(Br)ccc23)CCN1, O=C([O-])[O-], Cc1ccc(C(N)=O)cc1B1OC(C)(C)C(C)(C)O1, COCCOC, CCO, [K+], [K+], c1ccc(P(c2ccccc2)(c2ccccc2)[Pd](P(c2ccccc2)(c2ccccc2)c2ccccc2)(P(c2ccccc2)(c2ccccc2)c2ccccc2)P(c2ccccc2)(c2ccccc2)c2ccccc2)cc1. Product: Cc1ccc(C(N)=O)cc1-c1ccc2c(N3CCNC(=O)C3)nncc2c1. As a reaction SMILES: [Br:1][c:2]1[cH:3][c:4]2[cH:5][n:6][n:7][c:8]([N:12]3[CH2:13][C:14](=[O:18])[NH:15][CH2:16][CH2:17]3)[c:9]2[cH:10][cH:11]1.[C:38](=[O:39])([O-:40])[O-:41].[CH3:19][c:20]1[c:21]([B:29]2[O:30][C:31]([CH3:32])([CH3:33])[C:34]([CH3:35])([CH3:36])[O:37]2)[cH:22][c:23]([C:24](=[O:25])[NH2:26])[cH:27][cH:28]1.[CH3:44][O:45][CH2:46][CH2:47][O:48][CH3:49].[CH3:50][CH2:51][OH:52].[K+:42].[K+:43].[cH:53]1[cH:54][cH:55][c:56]([P:57]([Pd:58]([P:59]([c:60]2[cH:61][cH:62][cH:63][cH:64][cH:65]2)([c:66]2[cH:67][cH:68][cH:69][cH:70][cH:71]2)[c:72]2[cH:73][cH:74][cH:75][cH:76][cH:77]2)([P:78]([c:79]2[cH:80][cH:81][cH:82][cH:83][cH:84]2)([c:85]2[cH:86][cH:87][cH:88][cH:89][cH:90]2)[c:91]2[cH:92][cH:93][cH:94][cH:95][cH:96]2)[P:97]([c:98]2[cH:99][cH:100][cH:101][cH:102][cH:103]2)([c:104]2[cH:105][cH:106][cH:107][cH:108][cH:109]2)[c:110]2[cH:111][cH:112][cH:113][cH:114][cH:115]2)([c:116]2[cH:117][cH:118][cH:119][cH:120][cH:121]2)[c:122]2[cH:123][cH:124][cH:125][cH:126][cH:127]2)[cH:128][cH:129]1>>[c:2]1(-[c:21]2[c:20]([CH3:19])[cH:28][cH:27][c:23]([C:24](=[O:25])[NH2:26])[cH:22]2)[cH:3][c:4]2[cH:5][n:6][n:7][c:8]([N:12]3[CH2:13][C:14](=[O:18])[NH:15][CH2:16][CH2:17]3)[c:9]2[cH:10][cH:11]1. Reactants: CN(C(=O)OC(C)(C)C)C(Cc1ccc2ccccc2c1)C(=O)O, CCN=C=NCCCN(C)C, CNC(Cc1ccccc1)C(=O)N(C)C, CCN(C(C)C)C(C)C, ClCCl, Cl, On1nnc2cccnc21. The product is CN(C)C(=O)C(Cc1ccccc1)N(C)C(=O)C(Cc1ccc2ccccc2c1)N(C)C(=O)OC(C)(C)C. Reaction SMILES: [C:1]([CH3:2])([CH3:3])([CH3:4])[O:5][C:6](=[O:7])[N:8]([CH3:9])[CH:10]([C:11](=[O:12])[OH:13])[CH2:14][c:15]1[cH:16][c:17]2[cH:18][cH:19][cH:20][cH:21][c:22]2[cH:23][cH:24]1.[CH2:36]([N:37]=[C:38]=[N:39][CH2:40][CH2:41][CH2:42][N:43]([CH3:44])[CH3:45])[CH3:46].[CH3:47][N:48]([C:49]([CH:50]([CH2:51][c:52]1[cH:53][cH:54][cH:55][cH:56][cH:57]1)[NH:58][CH3:59])=[O:60])[CH3:61].[CH:62]([N:63]([CH:64]([CH3:65])[CH3:66])[CH2:67][CH3:68])([CH3:69])[CH3:70].[Cl:71][CH2:72][Cl:73].[ClH:35].[OH:25][n:26]1[c:27]2[n:28][cH:29][cH:30][cH:31][c:32]2[n:33][n:34]1>>[C:1]([CH3:2])([CH3:3])([CH3:4])[O:5][C:6](=[O:7])[N:8]([CH3:9])[CH:10]([C:11](=[O:12])[N:58]([CH:50]([C:49]([N:48]([CH3:47])[CH3:61])=[O:60])[CH2:51][c:52]1[cH:53][cH:54][cH:55][cH:56][cH:57]1)[CH3:59])[CH2:14][c:15]1[cH:16][c:17]2[cH:18][cH:19][cH:20][cH:21][c:22]2[cH:23][cH:24]1.